This data is from the Open Reaction Database (ORD), a public repository of structured organic reaction records. The task is: describe an organic reaction: reactants, conditions, products, and yield The reactants are CCc1cccc(Br)n1, [Li]C(C)(C)C, CCCC[Sn](Cl)(CCCC)CCCC, CCCCC, CCOCC, O. Yields the product CCCC[Sn](CCCC)(CCCC)c1cccc(CC)n1. RXN SMILES: [Br:6][c:7]1[n:8][c:9]([CH2:13][CH3:14])[cH:10][cH:11][cH:12]1.[C:1]([Li:2])([CH3:3])([CH3:4])[CH3:5].[CH2:15]([CH2:16][CH2:17][CH3:18])[Sn:19]([CH2:20][CH2:21][CH2:22][CH3:23])([CH2:24][CH2:25][CH2:26][CH3:27])[Cl:28].[CH3:30][CH2:31][CH2:32][CH2:33][CH3:34].[CH3:35][CH2:36][O:37][CH2:38][CH3:39].[OH2:29]>>[c:7]1([Sn:19]([CH2:15][CH2:16][CH2:17][CH3:18])([CH2:20][CH2:21][CH2:22][CH3:23])[CH2:24][CH2:25][CH2:26][CH3:27])[n:8][c:9]([CH2:13][CH3:14])[cH:10][cH:11][cH:12]1.